From a dataset of the Open Reaction Database (ORD), a public repository of structured organic reaction records. describe an organic reaction: reactants, conditions, products, and yield Reactants: FC(C(OC=1C(=NC2=CC=CC=C2N1)N(S(=O)(=O)CCC)COCC[Si](C)(C)C)C1=CC=NC=C1)(F)F (N-(3-(2,2,2-trifluoro-1-(pyridin-4-yl)ethoxy)quinoxalin-2-yl)-N-((2-(trimethylsilyl)ethoxy)methyl)propane-1-sulfonamide). Run in FC(C(=O)O)(F)F (trifluoroacetic acid). Conditions: time 20 minute. Product: FC(C(OC=1C(=NC2=CC=CC=C2N1)NS(=O)(=O)CCC)C1=CC=NC=C1)(F)F (N-(3-(2,2,2-trifluoro-1-(pyridin-4-yl)ethoxy)quinoxalin-2-yl)propane-1-sulfonamide). Yield: 102.9%. Reaction SMILES: [F:1][C:2]([F:37])([F:36])[CH:3]([C:30]1[CH:35]=[CH:34][N:33]=[CH:32][CH:31]=1)[O:4][C:5]1[C:6]([N:15](COCC[Si](C)(C)C)[S:16]([CH2:19][CH2:20][CH3:21])(=[O:18])=[O:17])=[N:7][C:8]2[C:13]([N:14]=1)=[CH:12][CH:11]=[CH:10][CH:9]=2>FC(F)(F)C(O)=O>[F:37][C:2]([F:1])([F:36])[CH:3]([C:30]1[CH:31]=[CH:32][N:33]=[CH:34][CH:35]=1)[O:4][C:5]1[C:6]([NH:15][S:16]([CH2:19][CH2:20][CH3:21])(=[O:18])=[O:17])=[N:7][C:8]2[C:13]([N:14]=1)=[CH:12][CH:11]=[CH:10][CH:9]=2. Procedure details: Compound B3 (48.9 mg, 0.0880 mmol) obtained in Step 1 was dissolved in trifluoroacetic acid (1.0 mL) and the solution was stirred at room temperature for 20 minutes. The solvent was evaporated under reduced pressure. The residue was purified by silica gel column chromatography (hexane/ethyl acetate=1/1) to give Compound 42 (38.6 mg, 100% yield). Reactants: C#CCN1N=NC=C1 (1-propyn-3-yl-1H-[1,2,3]triazol), C(#N)C1=CC=C(CNC(C2=CC(=CC=C2)I)=O)C=C1 (N-(4-cyano-benzyl)-3-iodo-benzamide), C(C)(C)N(CC)C(C)C (diisopropylethylamine). The reagents and catalysts are [Cu]I (copper (I) iodide), Cl[Pd]([P](C1=CC=CC=C1)(C2=CC=CC=C2)C3=CC=CC=C3)([P](C4=CC=CC=C4)(C5=CC=CC=C5)C6=CC=CC=C6)Cl (dichlorobis(triphenylphosphine)palladium). The solvent is C1CCOC1 (THF), CN(C=O)C (N,N-dimethylformamide). Run at temperature 55 celsius, time 5 hour. The product is C(#N)C1=CC=C(CNC(C2=CC(=CC=C2)C#CCN2N=NC=C2)=O)C=C1 (N-(4-Cyano-benzyl)-3-([1,2,3]-triazol-1-yl-prop-1-ynyl)-benzamide). The yield is 36.4%. RXN SMILES: [CH:1]#[C:2][CH2:3][N:4]1[CH:8]=[CH:7][N:6]=[N:5]1.[C:9]([C:11]1[CH:27]=[CH:26][C:14]([CH2:15][NH:16][C:17](=[O:25])[C:18]2[CH:23]=[CH:22][CH:21]=[C:20](I)[CH:19]=2)=[CH:13][CH:12]=1)#[N:10].C(N(C(C)C)CC)(C)C>CN(C)C=O.C1COCC1.[Cu]I.Cl[Pd](Cl)([P](C1C=CC=CC=1)(C1C=CC=CC=1)C1C=CC=CC=1)[P](C1C=CC=CC=1)(C1C=CC=CC=1)C1C=CC=CC=1>[C:9]([C:11]1[CH:12]=[CH:13][C:14]([CH2:15][NH:16][C:17](=[O:25])[C:18]2[CH:23]=[CH:22][CH:21]=[C:20]([C:1]#[C:2][CH2:3][N:4]3[CH:8]=[CH:7][N:6]=[N:5]3)[CH:19]=2)=[CH:26][CH:27]=1)#[N:10] |^1:51,70|. Procedure details: A solution of 1-propyn-3-yl-1H-[1,2,3]triazol (0.086 g, 0.8 mmol) in N,N-dimethylformamide (“DMF”, 1 mL) was treated with the N-(4-cyano-benzyl)-3-iodo-benzamide (0.225 g, 0.62 mmol) prepared in Step (1), diisopropylethylamine (0.32 g, 2.5 mmol), copper (I) iodide (0.024 g, 0.013 mmol), and dichlorobis(triphenylphosphine)palladium (II) (0.025 g, 0.004 mmol), respectively. The reaction mixture was stirred under nitrogen atmosphere for 5 hours at 55° C., then cooled to room temperature. The crude ... The reactants are COC=1C=C(C=CC1)C1(C(C(=O)OC)O1)C (methyl 3-(3-methoxyphenyl)-2,3-epoxybutyrate), CO (methanol), B(F)(F)F.CCOCC (boron trifluoride etherate). Run at time 12 hour. Product: COC(C(C(=O)OC)O)(C)C1=CC(=CC=C1)OC (Methyl 3-methoxy-3-(3-methoxyphenyl)-2-hydroxybutyrate). RXN SMILES: [CH3:1][O:2][C:3]1[CH:4]=[C:5]([C:9]2([CH3:16])[O:15][CH:10]2[C:11]([O:13][CH3:14])=[O:12])[CH:6]=[CH:7][CH:8]=1.B(F)(F)F.CCOCC.[CH3:26][OH:27]>>[CH3:26][O:27][C:9]([C:5]1[CH:6]=[CH:7][CH:8]=[C:3]([O:2][CH3:1])[CH:4]=1)([CH3:16])[CH:10]([OH:15])[C:11]([O:13][CH3:14])=[O:12] |f:1.2|. Procedure details: 19.5 g (88 mmol) of methyl 3-(3-methoxyphenyl)-2,3-epoxybutyrate are dissolved in 200 ml of absolute methanol, and 0.1 ml of boron trifluoride etherate is added. The mixture is stirred at room temperature for 12 hours and the solvent is removed by distillation. The residue is taken up in ethyl acetate, washed with sodium bicarbonate solution and water and dried over sodium sulfate. After removal of the solvent by distillation, 21.1 g of a pale yellow oil remain.